This data is from the Open Reaction Database (ORD), a public repository of structured organic reaction records. The task is: describe an organic reaction: reactants, conditions, products, and yield Reactants: O (Water), OCC[C@H]1C(OC(O1)(C)C)=O ((S)-5-(2-hydroxy-ethyl)-2,2-dimethyl-[1,3]dioxolan-4-one), N1C=NC=C1 (imidazole), C(C)(C)(C)[Si](Cl)(C)C (tert-butyldimethylchlorosilane). Solvent: CN(C=O)C (dimethylformamide). Conditions: time 18 hour. The product is C(C)(C)(C)[Si](OCC[C@H]1C(OC(O1)(C)C)=O)(C)C ((S)-5-[2-(tert-butyl-dimethyl-silanyloxy)-ethyl]-2,2-dimethyl-[1,3]dioxolan-4-one). Isolated yield 74.6%. RXN SMILES: [OH:1][CH2:2][CH2:3][C@@H:4]1[O:8][C:7]([CH3:10])([CH3:9])[O:6][C:5]1=[O:11].N1C=CN=C1.[C:17]([Si:21]([CH3:24])([CH3:23])Cl)([CH3:20])([CH3:19])[CH3:18].O>CN(C)C=O>[C:17]([Si:21]([CH3:24])([CH3:23])[O:1][CH2:2][CH2:3][C@@H:4]1[O:8][C:7]([CH3:9])([CH3:10])[O:6][C:5]1=[O:11])([CH3:20])([CH3:19])[CH3:18]. Procedure: Step C A mixture of (S)-5-(2-hydroxy-ethyl)-2,2-dimethyl-[1,3]dioxolan-4-one (6.8 g, 42 mmol) and imidazole (7.5 g, 107 mmol) in dimethylformamide (40 mL) was added tert-butyldimethylchlorosilane (7 g, 45 mmol). The reaction mixture was stirred at room temperature for 18 h. Water was added. The organic layer was separated, the aqueous layer was then extracted with ethyl acetate twice. The combined organic layers were washed with brine, dried over MgSO4, concentrated to give (S)-5-[2-(tert-butyl-...